From a dataset of the Open Reaction Database (ORD), a public repository of structured organic reaction records. describe an organic reaction: reactants, conditions, products, and yield Starting materials: C(C)(C)(C)OC(=O)N1[C@H](C(=O)N2[C@@H](CCC2)C(COC2=CC=C(C=C2)OC)O)CCC1 ((2S)-1-[N-(t-butoxycarbonyl)-L-prolyl]-2-[1-hydroxy-2-(4-methoxyphenoxy) ethyl]pyrrolidine), Cl.O1CCOCC1 (hydrochloric acid 1,4-dioxane), ClC(=O)OC(Cl)(Cl)Cl (trichloromethyl chloroformate), COC1=CC=C(CN)C=C1 (4-methoxybenzylamine), Cl.OC(COC1=CC=C(C=C1)OC)[C@H]1N(CCC1)C([C@H]1NCCC1)=O ((2S)-2-[1-hydroxy-2-(4-methoxyphenoxy)ethyl]-l-(L-prolyl)pyrrolidine hydrochloride). Run in C(C)N(CC)CC (triethylamine). Yields the product OC(COC1=CC=C(C=C1)OC)[C@H]1N(CCC1)C([C@H]1N(CCC1)C(=O)NCC1=CC=C(C=C1)OC)=O ((2S)-2-[1-Hydroxy-2-(4-methoxyphenoxy)ethyl]-l-[N-(4-methoxybenzylaminocarbonyl)-L-prolyl]pyrrolidine). RXN SMILES: ClC(OC(Cl)(Cl)Cl)=O.[CH3:9][O:10][C:11]1[CH:18]=[CH:17][C:14]([CH2:15][NH2:16])=[CH:13][CH:12]=1.Cl.OC([C@@H]1CCCN1C(=O)[C@@H]1CCCN1)COC1C=CC(OC)=CC=1.C([O:48][C:49]([N:51]1[CH2:74][CH2:73][CH2:72][C@H:52]1[C:53]([N:55]1[CH2:59][CH2:58][CH2:57][C@H:56]1[CH:60]([OH:71])[CH2:61][O:62][C:63]1[CH:68]=[CH:67][C:66]([O:69][CH3:70])=[CH:65][CH:64]=1)=[O:54])=O)(C)(C)C.Cl.O1CCOCC1>C(N(CC)CC)C>[OH:71][CH:60]([C@@H:56]1[CH2:57][CH2:58][CH2:59][N:55]1[C:53](=[O:54])[C@@H:52]1[CH2:72][CH2:73][CH2:74][N:51]1[C:49]([NH:16][CH2:15][C:14]1[CH:17]=[CH:18][C:11]([O:10][CH3:9])=[CH:12][CH:13]=1)=[O:48])[CH2:61][O:62][C:63]1[CH:68]=[CH:67][C:66]([O:69][CH3:70])=[CH:65][CH:64]=1 |f:2.3,5.6|. Procedure details: By the same procedure as in Example 24-A) using trichloromethyl chloroformate (0.20 ml), 4-methoxybenzylamine (449 mg), triethylamine (0.45 ml+0.89 ml) and (2S)-2-[1-hydroxy-2-(4-methoxyphenoxy)ethyl]-l-(L-prolyl)pyrrolidine hydrochloride (1.18 g) as obtained by treating (2S)-1-[N-(t-butoxycarbonyl)-L-prolyl]-2-[1-hydroxy-2-(4-methoxyphenoxy) ethyl]pyrrolidine obtained in Example 22-A) with 4N hydrochloric acid/1,4-dioxane, there was obtained 661 mg of the title compound. Reactants: O=C1CCC(=O)N1Br, Cc1cccc(-c2cc(C)[nH]n2)n1. Product: Cc1cccc(-c2n[nH]c(C)c2Br)n1. RXN SMILES: [Br:14][N:15]1[C:16](=[O:17])[CH2:18][CH2:19][C:20]1=[O:21].[CH3:1][c:2]1[n:3][c:4](-[c:8]2[n:9][nH:10][c:11]([CH3:13])[cH:12]2)[cH:5][cH:6][cH:7]1>>[CH3:1][c:2]1[n:3][c:4](-[c:8]2[n:9][nH:10][c:11]([CH3:13])[c:12]2[Br:14])[cH:5][cH:6][cH:7]1. Starting materials: CN1CCN(C2=NC(=O)C(=Cc3ccc(N4CCC(=O)CC4)cc3)S2)CC1, NCC(O)COc1ccc(O)cc1. The product is CN1CCN(C2=NC(=O)C(=Cc3ccc(N4CCC(NCC(O)COc5ccc(O)cc5)CC4)cc3)S2)CC1. Reaction SMILES: [CH3:1][N:2]1[CH2:3][CH2:4][N:5]([C:8]2=[N:12][C:11](=[O:13])[C:10](=[CH:14][c:15]3[cH:16][cH:17][c:18]([N:21]4[CH2:22][CH2:23][C:24](=[O:27])[CH2:25][CH2:26]4)[cH:19][cH:20]3)[S:9]2)[CH2:6][CH2:7]1.[NH2:28][CH2:29][CH:30]([CH2:31][O:32][c:33]1[cH:34][cH:35][c:36]([OH:39])[cH:37][cH:38]1)[OH:40]>>[CH3:1][N:2]1[CH2:3][CH2:4][N:5]([C:8]2=[N:12][C:11](=[O:13])[C:10](=[CH:14][c:15]3[cH:16][cH:17][c:18]([N:21]4[CH2:22][CH2:23][CH:24]([NH:28][CH2:29][CH:30]([CH2:31][O:32][c:33]5[cH:34][cH:35][c:36]([OH:39])[cH:37][cH:38]5)[OH:40])[CH2:25][CH2:26]4)[cH:19][cH:20]3)[S:9]2)[CH2:6][CH2:7]1. Starting materials: Cl, CNS(=O)(=O)c1ccc(NC(C)=O)cc1F, [Na+], [OH-]. The product is CNS(=O)(=O)c1ccc(N)cc1F. Reaction SMILES: [ClH:19].[F:1][c:2]1[cH:3][c:4]([NH:13][C:14](=[O:15])[CH3:16])[cH:5][cH:6][c:7]1[S:8]([NH:9][CH3:10])(=[O:11])=[O:12].[Na+:18].[OH-:17]>>[F:1][c:2]1[cH:3][c:4]([NH2:13])[cH:5][cH:6][c:7]1[S:8]([NH:9][CH3:10])(=[O:11])=[O:12]. Reactants: C(C)OC1=CC=C(C=C1)CC(=O)Cl (4-ethoxyphenylacetyl chloride), [Cl-].[Al+3].[Cl-].[Cl-] (aluminum chloride), ice water, C=C (ethylene). Solvent: ClCCl (dichloromethane), ClCCl (dichloromethane). Run at temperature 0 celsius, time 3 hour. Product: C(C)OC=1C=C2CCC(CC2=CC1)=O (6-ethoxy-2-tetralone). As a reaction SMILES: [CH2:1]([O:3][C:4]1[CH:9]=[CH:8][C:7]([CH2:10][C:11](Cl)=[O:12])=[CH:6][CH:5]=1)[CH3:2].[Cl-].[Al+3].[Cl-].[Cl-].[CH2:18]=[CH2:19]>ClCCl>[CH2:1]([O:3][C:4]1[CH:9]=[C:8]2[C:7](=[CH:6][CH:5]=1)[CH2:10][C:11](=[O:12])[CH2:19][CH2:18]2)[CH3:2] |f:1.2.3.4|. Procedure details: 39.1 g (0.20 mol) of 4-ethoxyphenylacetyl chloride in 200 ml of dichloromethane were added dropwise in the course of 1 hour at −78° C. to 53.4 g (0.4 mol) of aluminum chloride in 800 ml of dichloromethane. A vigorous stream of ethylene was subsequently passed in in the course of 15 minutes, and the mixture was allowed to come to room temperature and stirred for a further 3 hours. The dark red solution was cooled to 0° C. and carefully treated with 300 ml of ice-water. After phase separation, the...